From a dataset of the Open Reaction Database (ORD), a public repository of structured organic reaction records. describe an organic reaction: reactants, conditions, products, and yield Reactants: P(=O)([O-])([O-])[O-].[K+].[K+].[K+] (tripotassium phosphate), BrC1=C2C=CNC2=CC(=C1)F (4-bromo-6-fluoro-1H-indole), CC(C)N1N=CC=C1C(=O)NC=1C2=CN(N=C2C=C(C1)B1OC(CC(O1)(C)C)(C)C)C1OCCCC1 (1-(1-Methylethyl)-N-[2-(tetrahydro-2H-pyran-2-yl)-6-(4,4,6,6-tetramethyl-1,3,2-dioxaborinan-2-yl)-2H-indazol-4-yl]-1H-pyrazole-5-carboxamide), O (water). Reagents/catalysts: catalyst. Run in O1CCOCC1 (1,4-dioxane), CO (methanol). Reaction conditions: temperature 120 celsius. Product: FC1=CC(=C2C=CNC2=C1)C1=CC(=C2C=NNC2=C1)NC(=O)C1=CC=NN1C(C)C (N-[6-(6-Fluoro-1H-indol-4-yl)-1H-indazol-4-yl]-1-(1-methylethyl)-1H-pyrazole-5-carboxamide). As a reaction SMILES: P([O-])([O-])([O-])=O.[K+].[K+].[K+].Br[C:10]1[CH:18]=[C:17]([F:19])[CH:16]=[C:15]2[C:11]=1[CH:12]=[CH:13][NH:14]2.[CH3:20][CH:21]([N:23]1[C:27]([C:28]([NH:30][C:31]2[C:32]3[C:36]([CH:37]=[C:38](B4OC(C)(C)CC(C)(C)O4)[CH:39]=2)=[N:35][N:34](C2CCCCO2)[CH:33]=3)=[O:29])=[CH:26][CH:25]=[N:24]1)[CH3:22].O>O1CCOCC1.CO>[F:19][C:17]1[CH:16]=[C:15]2[C:11]([CH:12]=[CH:13][NH:14]2)=[C:10]([C:38]2[CH:37]=[C:36]3[C:32]([CH:33]=[N:34][NH:35]3)=[C:31]([NH:30][C:28]([C:27]3[N:23]([CH:21]([CH3:22])[CH3:20])[N:24]=[CH:25][CH:26]=3)=[O:29])[CH:39]=2)[CH:18]=1 |f:0.1.2.3|. Reported procedure: A microwave vial was charged with Solvias catalyst (8 mg), tripotassium phosphate (90 mg) and 4-bromo-6-fluoro-1H-indole (available from Sinova, 33 mg). 1-(1-Methylethyl)-N-[2-(tetrahydro-2H-pyran-2-yl)-6-(4,4,6,6-tetramethyl-1,3,2-dioxaborinan-2-yl)-2H-indazol-4-yl]-1H-pyrazole-5-carboxamide (70 mg) in 1,4-dioxane (0.5 ml) was added followed by water (0.1 ml). The mixture was heated under microwave irradiation at 120° C. for 10 min. The mixture was passed through a silica cartridge which had be... Reactants: FC1=C(C=CC(=C1)S(=O)(=O)C)OC (2-fluoro-4-methanesulfonyl-1-methoxy-benzene). Run in Br (HBr), Br (HBr), C(C)(=O)O (acetic acid). The product is FC1=C(C=CC(=C1)S(=O)(=O)C)O (2-fluoro-4-methanesulfonyl-phenol). The yield is 85.8%. Reaction SMILES: [F:1][C:2]1[CH:7]=[C:6]([S:8]([CH3:11])(=[O:10])=[O:9])[CH:5]=[CH:4][C:3]=1[O:12]C>Br.C(O)(=O)C>[F:1][C:2]1[CH:7]=[C:6]([S:8]([CH3:11])(=[O:9])=[O:10])[CH:5]=[CH:4][C:3]=1[OH:12]. Procedure details: A solution of 2-fluoro-4-methanesulfonyl-1-methoxy-benzene (1.00 g, 4.9 mmol) in a mixture of 48% aqueous HBr (3 mL) and 33% HBr in acetic acid (1.5 mL) was heated at reflux for 20 h. The reaction mixture was cooled to room temperature and extracted with ethyl acetate. The organic layer was dried (sodium sulfate), filtered, evaporated and chromatographed, eluting with 30% ethyl acetate/hexanes, to give 2-fluoro-4-methanesulfonyl-phenol (800 mg, 86%) as a white solid. Mass spectrum (APCI) m/z M−H... The reactants are C(CC(=O)OC)(=O)OC (dimethyl malonate), [H-].[Na+] (sodium hydride), ClCC1=C(C=C(C(=C1)OC)OC)CCl (1,2-bis(chloromethyl)-4,5-dimethoxybenzene). The solvent is CN(C)C=O (DMF). Run at time 20 minute. Yields the product COC=1C=C2CC(CC2=CC1OC)(C(=O)OC)C(=O)OC (dimethyl 5,6-dimethoxyindane-2,2-dicarboxylate). The yield is 51.1%. RXN SMILES: [C:1]([O:8][CH3:9])(=[O:7])[CH2:2][C:3]([O:5][CH3:6])=[O:4].[H-].[Na+].Cl[CH2:13][C:14]1[CH:19]=[C:18]([O:20][CH3:21])[C:17]([O:22][CH3:23])=[CH:16][C:15]=1[CH2:24]Cl>CN(C=O)C>[CH3:23][O:22][C:17]1[CH:16]=[C:15]2[C:14](=[CH:19][C:18]=1[O:20][CH3:21])[CH2:13][C:2]([C:1]([O:8][CH3:9])=[O:7])([C:3]([O:5][CH3:6])=[O:4])[CH2:24]2 |f:1.2|. Procedure: To a solution of dimethyl malonate (1.7 ml, 14.9 mmol) in DMF (30 ml) at room temperature under nitrogen was added sodium hydride (1.3 g of a 60% dispersion in oil). The mixture was stirred for 20 minutes, and 1,2-bis(chloromethyl)-4,5-dimethoxybenzene (3.5 g, 14.9 mmol) was added. After 16 hours, the mixture was quenched with water and extracted three times with ether. The combined extracts were washed twice with water and dried (McSO4), filtered and evaporated. The residue was dissolved in met...